This data is from the Open Reaction Database (ORD), a public repository of structured organic reaction records. The task is: describe an organic reaction: reactants, conditions, products, and yield Reactants: Cc1cc(N2CCC(N3CCCC3C)C2)ccc1N, Cc1ccc(C(=O)Cl)cc1S(C)(=O)=O. Product: Cc1cc(N2CCC(N3CCCC3C)C2)ccc1NC(=O)c1ccc(C)c(S(C)(=O)=O)c1. As a reaction SMILES: [CH3:1][c:2]1[c:3]([NH2:19])[cH:4][cH:5][c:6]([N:8]2[CH2:9][CH:10]([N:13]3[CH:14]([CH3:18])[CH2:15][CH2:16][CH2:17]3)[CH2:11][CH2:12]2)[cH:7]1.[CH3:20][S:21](=[O:22])(=[O:23])[c:24]1[cH:25][c:26]([C:27](=[O:28])[Cl:29])[cH:30][cH:31][c:32]1[CH3:33]>>[CH3:1][c:2]1[c:3]([NH:19][C:27]([c:26]2[cH:25][c:24]([S:21]([CH3:20])(=[O:22])=[O:23])[c:32]([CH3:33])[cH:31][cH:30]2)=[O:28])[cH:4][cH:5][c:6]([N:8]2[CH2:9][CH:10]([N:13]3[CH:14]([CH3:18])[CH2:15][CH2:16][CH2:17]3)[CH2:11][CH2:12]2)[cH:7]1. Reactants: C(CCC)[C@@H]1[C@H](O1)C(=O)O ((2S-trans)-3-butyl-oxiranecarboxylic acid), C(C(C)(C)C)(=O)Cl (pivaloyl chloride), CCCCC(C(CC[C@H]1[C@@H](CC(=O)[C@@H]1CCCCCCC(=O)O)O)O)(F)F.C1CCC(CC1)NC2CCCCC2 (dicyclohexylammonium salt), anhydroustetrahydrofuran solution, 3,4-methylene-dioxyaniline. Solvent: O1CCCC1 (tetrahydrofuran). Reaction conditions: time 15 minute. Yields the product C1OC=2C=C(C=CC2O1)NC(=O)[C@H]1O[C@@H]1CCCC ((2S-trans)-N-[(3,4-methylenedioxy)phenyl]-3-butyloxiranecarboxamide). The yield is 100.0%. Reaction SMILES: [CH2:1]([C@H:5]1[O:7][C@@H:6]1[C:8]([OH:10])=O)[CH2:2][CH2:3][CH3:4].CCCCC(F)(F)C(O)CC[C@@H]1[C@@H](CCCCCC[C:31]([OH:33])=[O:32])C(=O)C[C@H]1O.[CH2:38]1[CH2:43][CH2:42][CH:41]([NH:44]C2CCCCC2)[CH2:40][CH2:39]1.C(Cl)(=O)C(C)(C)C>O1CCCC1>[CH2:31]1[O:33][C:38]2[CH:43]=[CH:42][C:41]([NH:44][C:8]([C@@H:6]3[C@@H:5]([CH2:1][CH2:2][CH2:3][CH3:4])[O:7]3)=[O:10])=[CH:40][C:39]=2[O:32]1 |f:1.2|. Procedure details: Under ice-cooling, to 10 ml of an anhydrous tetrahydrofuran solution containing 299 mg (1.84 mmol) of (2S-trans)-3-butyl-oxiranecarboxylic acid.dicyclohexylammonium salt was added 2 ml of an anhydroustetrahydrofuran solution containing 222 mg (1.84 mmol) of pivaloyl chloride, and the resulting mixture was stirred at the same temperature for 15 minutes. Moreover, the temperature of the reaction mixture was returned to room temperature, and the mixture was stirred for 2 hours. After insoluble mate... Reactants: N (ammonia), COC=1C=C(C=CC1OC)C(C#N)(C)C (2-(3,4-dimethoxyphenyl)-2-methylpropionitrile). Reagents/catalysts: [Ni] (Raney nickel). Product: COC=1C=C(C=CC1OC)C(CN)(C)C (2-(3,4-dimethoxyphenyl)-2-methylpropylamine). Yield: 89.1%. RXN SMILES: N.[CH3:2][O:3][C:4]1[CH:5]=[C:6]([C:12]([CH3:16])([CH3:15])[C:13]#[N:14])[CH:7]=[CH:8][C:9]=1[O:10][CH3:11]>[Ni]>[CH3:2][O:3][C:4]1[CH:5]=[C:6]([C:12]([CH3:16])([CH3:15])[CH2:13][NH2:14])[CH:7]=[CH:8][C:9]=1[O:10][CH3:11]. Reported procedure: A conventional alkylation reaction was carried out using a dimethylformamide solution (10 ml) of 1.77 g of 2-(3,4-dimethoxyphenyl)acetonitrile, 1.00 g of sodium hydride and 4.26 g of methyl iodide to give 1.78 g of 2-(3,4-dimethoxyphenyl)-2-methylpropionitrile. A conventional catalytic hydrogenation reaction was carried out using an ethanolic solution (30 ml) of 1.75 g of 2-(3,4-dimethoxyphenyl)-2-methylpropionitrile, 3.0 ml of an aqueous 28% ammonia solution and 4.3 g of Raney nickel to give 1....